Dataset: the Open Reaction Database (ORD), a public repository of structured organic reaction records. Task: describe an organic reaction: reactants, conditions, products, and yield Starting materials: O=C([O-])[O-], C1COCCO1, CO, ClCCl, CS(=O)(=O)c1ccc(B(O)O)c(F)c1, Nc1cnc(Br)cn1, [Na+], [Na+], c1ccc(P(c2ccccc2)(c2ccccc2)[Pd](P(c2ccccc2)(c2ccccc2)c2ccccc2)(P(c2ccccc2)(c2ccccc2)c2ccccc2)P(c2ccccc2)(c2ccccc2)c2ccccc2)cc1. Yields the product CS(=O)(=O)c1ccc(-c2cnc(N)cn2)c(F)c1. RXN SMILES: [C:23](=[O:24])([O-:25])[O-:26].[CH2:32]1[O:33][CH2:34][CH2:35][O:36][CH2:37]1.[CH3:38][OH:39].[Cl:29][CH2:30][Cl:31].[F:9][c:10]1[c:11]([B:20]([OH:21])[OH:22])[cH:12][cH:13][c:14]([S:16](=[O:17])(=[O:18])[CH3:19])[cH:15]1.[NH2:1][c:2]1[n:3][cH:4][c:5]([Br:8])[n:6][cH:7]1.[Na+:27].[Na+:28].[cH:40]1[cH:41][cH:42][c:43]([P:44]([Pd:45]([P:46]([c:47]2[cH:48][cH:49][cH:50][cH:51][cH:52]2)([c:53]2[cH:54][cH:55][cH:56][cH:57][cH:58]2)[c:59]2[cH:60][cH:61][cH:62][cH:63][cH:64]2)([P:65]([c:66]2[cH:67][cH:68][cH:69][cH:70][cH:71]2)([c:72]2[cH:73][cH:74][cH:75][cH:76][cH:77]2)[c:78]2[cH:79][cH:80][cH:81][cH:82][cH:83]2)[P:84]([c:85]2[cH:86][cH:87][cH:88][cH:89][cH:90]2)([c:91]2[cH:92][cH:93][cH:94][cH:95][cH:96]2)[c:97]2[cH:98][cH:99][cH:100][cH:101][cH:102]2)([c:103]2[cH:104][cH:105][cH:106][cH:107][cH:108]2)[c:109]2[cH:110][cH:111][cH:112][cH:113][cH:114]2)[cH:115][cH:116]1>>[NH2:1][c:2]1[n:3][cH:4][c:5](-[c:11]2[c:10]([F:9])[cH:15][c:14]([S:16](=[O:17])(=[O:18])[CH3:19])[cH:13][cH:12]2)[n:6][cH:7]1. The reactants are [H-].[Na+] (sodium hydride), C(C1=CC=CC=C1)[C@@H]1N(CC[C@H](C1)NCC1=CC=NC2=CC=CC=C12)C(C1=CC(=CC(=C1)Cl)Cl)=O ((2S*,4R*)-2-benzyl-1-(3,5-dichlorobenzoyl)-N-(4-quinolylmethyl)-4-piperidinamine), CI (methyl iodide). The solvent is COCCOC (1,2-dimethoxyethane). Reaction conditions: time 10 minute. The product is C(C1=CC=CC=C1)[C@H]1N(CC[C@@H](C1)N(C)CC1=CC=NC2=CC=CC=C12)C(C1=CC(=CC(=C1)Cl)Cl)=O ((2R*,4S*)-2-benzyl-1-(3,5-dichlorobenzoyl)-N-(4-quinolylmethyl)-N-methyl-4-piperidinamine). Reaction SMILES: [H-].[Na+].[CH2:3]([C@H:10]1[CH2:15][C@H:14]([NH:16][CH2:17][C:18]2[C:27]3[C:22](=[CH:23][CH:24]=[CH:25][CH:26]=3)[N:21]=[CH:20][CH:19]=2)[CH2:13][CH2:12][N:11]1[C:28](=[O:37])[C:29]1[CH:34]=[C:33]([Cl:35])[CH:32]=[C:31]([Cl:36])[CH:30]=1)[C:4]1[CH:9]=[CH:8][CH:7]=[CH:6][CH:5]=1.[CH3:38]I>COCCOC>[CH2:3]([C@@H:10]1[CH2:15][C@@H:14]([N:16]([CH2:17][C:18]2[C:27]3[C:22](=[CH:23][CH:24]=[CH:25][CH:26]=3)[N:21]=[CH:20][CH:19]=2)[CH3:38])[CH2:13][CH2:12][N:11]1[C:28](=[O:37])[C:29]1[CH:30]=[C:31]([Cl:36])[CH:32]=[C:33]([Cl:35])[CH:34]=1)[C:4]1[CH:9]=[CH:8][CH:7]=[CH:6][CH:5]=1 |f:0.1|. Procedure: 13.4 mg (0.446 mmol) of an 80% strength suspension of sodium hydride in mineral oil (suspended in hexane and decanted) are added in one portion to a solution of 150 mg (0.297 mmol) of (2S*,4R*)-2-benzyl-1-(3,5-dichlorobenzoyl)-N-(4-quinolylmethyl)-4-piperidinamine in 2 ml of 1,2-dimethoxyethane at 0° C. After 10 minutes at 0° C., the mixture is left to stir at RT for 30 minutes, again cooled to 0° C., and 22 μl (0.357 mmol) of methyl iodide are added. The mixture is then stirred at RT for 96 hou... The reactants are FC1=CC=C(C=C1)CC(C)=O ((4-fluorophenyl) acetone), N1CCCC1 (pyrrolidine), CC1=NC(=C(C(=N1)Cl)[N+](=O)[O-])Cl (2-methyl-4,6-dichloro-5-nitropyrimidine), C(C)(C)N(C(C)C)CC (N,N-diisopropylethylamine), N1CCCCC1 (piperidine), Cl[Sn]Cl (SnCl2), Cl[Sn]Cl (SnCl2), FC1=CC=C(C=C1)C=C(C)N1CCCC1 ([2-(4-fluorophenyl)-1-methylvinyl]pyrrolidine). Reagents/catalysts: Cl[Ti](Cl)(Cl)Cl (TiCl4). Run in CN(C)C=O (DMF), CCN(CC)CC (NEt3). Run at temperature 140 celsius, time 16 hour. Yields the product FC1=CC=C(C=C1)CC1CC(CC(N1)C)C1=NC=C2C(N1)=CC=N2 (6-[(4-fluorophenyl)methyl]-2-methyl-4-piperidylpyrrolo[3,2-d]pyrimidine), FC1=CC=C(C=C1)C=1C=NC=2C1NC(=NC2)C2CC(NC(C2)C)C (7-(4-fluorophenyl)-2,6-dimethyl-4-piperidylpyrrolo[3,2-d]pyrimidine). Isolated yield 7.0%. RXN SMILES: [F:1][C:2]1[CH:7]=[CH:6][C:5]([CH:8]=[C:9]([N:11]2[CH2:15][CH2:14][CH2:13][CH2:12]2)[CH3:10])=[CH:4][CH:3]=1.[F:16][C:17]1[CH:22]=[CH:21][C:20]([CH2:23][C:24](=O)[CH3:25])=[CH:19][CH:18]=1.[NH:27]1[CH2:31]C[CH2:29][CH2:28]1.[CH3:32][C:33]1[N:38]=[C:37](Cl)[C:36]([N+:40]([O-])=O)=[C:35](Cl)[N:34]=1.[CH:44]([N:47](CC)C(C)C)([CH3:46])[CH3:45].[NH:53]1CCCC[CH2:54]1.Cl[Sn]Cl>CN(C=O)C.Cl[Ti](Cl)(Cl)Cl.CCN(CC)CC>[F:16][C:17]1[CH:22]=[CH:21][C:20]([CH2:23][CH:24]2[NH:11][CH:9]([CH3:10])[CH2:8][CH:32]([C:33]3[NH:38][C:37]4=[CH:28][CH:29]=[N:40][C:36]4=[CH:35][N:34]=3)[CH2:25]2)=[CH:19][CH:18]=1.[F:1][C:2]1[CH:3]=[CH:4][C:5]([C:8]2[CH:54]=[N:53][C:10]3[C:9]=2[NH:11][C:15]([CH:14]2[CH2:13][CH:12]([CH3:32])[NH:47][CH:44]([CH3:45])[CH2:46]2)=[N:27][CH:31]=3)=[CH:6][CH:7]=1. Procedure: Using the method described in Example 30 by employing [2-(4-fluorophenyl)-1-methylvinyl]pyrrolidine (freshly prepared before use from (4-fluorophenyl) acetone (Aldrich Chemical Company), pyrrolidine and TiCl4 (1.64 g, 8.00 mmol), 2-methyl-4,6-dichloro-5-nitropyrimidine (Example 76(b)) (1.66 g, 8.00 mmol), N,N-diisopropylethylamine (1.4 mL, 8.00 mmol), piperidine (1.3 mL, 12.8 mmol), NEt3 (1.8 mL) and SnCl2 (24 mL of a 2 M soln in DMF). In this example the SnCl2 solution was added to the reaction... Reaction SMILES: [CH2:1]([c:2]1[cH:3][cH:4][cH:5][cH:6][cH:7]1)[O:8][c:9]1[cH:10][cH:11][c:12]([NH:15][C:16]2=[N:17][N:18]([c:21]3[cH:22][cH:23][cH:24][cH:25][cH:26]3)[CH2:19][CH2:20]2)[cH:13][cH:14]1.[CH3:29][CH2:30][OH:31].[H:27][H:28]>>[OH:8][c:9]1[cH:10][cH:11][c:12]([NH:15][C:16]2=[N:17][N:18]([c:21]3[cH:22][cH:23][cH:24][cH:25][cH:26]3)[CH2:19][CH2:20]2)[cH:13][cH:14]1. The product is Oc1ccc(NC2=NN(c3ccccc3)CC2)cc1. Reactants: c1ccc(COc2ccc(NC3=NN(c4ccccc4)CC3)cc2)cc1, CCO, [H][H]. The reactants are BrC1=CC=C(C=C1)S(F)(F)(F)(F)F (p-bromophenyl-sulfur pentafluoride), C(CCCC)OC1=CC=C(C=C1)C#C (4-pentoxyphenylacetylene). The reagents and catalysts are C1(=CC=CC=C1)P(C1=CC=CC=C1)C1=CC=CC=C1.[Pd](Cl)Cl (triphenylphosphine palladium(II) chloride), [Cu](I)I (copper iodide). Run in N1CCCCC1 (piperidine), N1CCCCC1 (piperidine). Product: C(CCCC)OC1=CC=C(C=C1)C#CC1=CC=C(C=C1)S(F)(F)(F)(F)F (4-(2-(4-pentoxyphenyl)-ethynyl)-phenyl-sulfur pentafluoride). As a reaction SMILES: Br[C:2]1[CH:7]=[CH:6][C:5]([S:8]([F:13])([F:12])([F:11])([F:10])[F:9])=[CH:4][CH:3]=1.[CH2:14]([O:19][C:20]1[CH:25]=[CH:24][C:23]([C:26]#[CH:27])=[CH:22][CH:21]=1)[CH2:15][CH2:16][CH2:17][CH3:18]>C1(P(C2C=CC=CC=2)C2C=CC=CC=2)C=CC=CC=1.[Pd](Cl)Cl.[Cu](I)I.N1CCCCC1>[CH2:14]([O:19][C:20]1[CH:25]=[CH:24][C:23]([C:26]#[C:27][C:2]2[CH:7]=[CH:6][C:5]([S:8]([F:13])([F:12])([F:11])([F:10])[F:9])=[CH:4][CH:3]=2)=[CH:22][CH:21]=1)[CH2:15][CH2:16][CH2:17][CH3:18] |f:2.3|. Reported procedure: 8.5 g of p-bromophenyl-sulfur pentafluoride and 20 ml of piperidine are added to a mixture of 8.5 g of 4-pentoxyphenylacetylene, 20 ml of piperidine, 420 mg of triphenylphosphine-palladium(II) chloride and 30 mg of copper iodide, and the combined mixture is heated for 20 hours. Concentration and working up in the customary manner gives 4-(2-(4-pentoxyphenyl)-ethynyl)-phenyl-sulfur pentafluoride.